From a dataset of the Open Reaction Database (ORD), a public repository of structured organic reaction records. describe an organic reaction: reactants, conditions, products, and yield RXN SMILES: [CH3:1][O:2][c:3]1[cH:4][c:5]2[c:6]([O:15][c:16]3[cH:17][c:18]4[c:19]([c:20]([C:23](=[O:24])[O:25][CH3:26])[cH:21][o:22]4)[cH:27][cH:28]3)[cH:7][cH:8][n:9][c:10]2[cH:11][c:12]1[O:13][CH3:14].[Na+:30].[O:31]1[CH2:32][CH2:33][O:34][CH2:35][CH2:36]1.[OH-:29].[OH2:37]>>[CH3:1][O:2][c:3]1[cH:4][c:5]2[c:6]([O:15][c:16]3[cH:17][c:18]4[c:19]([c:20]([C:23](=[O:24])[OH:25])[cH:21][o:22]4)[cH:27][cH:28]3)[cH:7][cH:8][n:9][c:10]2[cH:11][c:12]1[O:13][CH3:14]. Starting materials: COC(=O)c1coc2cc(Oc3ccnc4cc(OC)c(OC)cc34)ccc12, [Na+], C1COCCO1, [OH-], O. Yields the product COc1cc2nccc(Oc3ccc4c(C(=O)O)coc4c3)c2cc1OC. Reactants: C(C1=CC=CC=C1)OC[C@@H](C1=NN=NN1CCC#N)NC(OC(C)(C)C)=O (tert-butyl {(1R)-2-(benzyloxy)-1-[1-(2-cyanoethyl)-1H-tetrazol-5-yl]ethyl}carbamate), N12CCCCCC2=NCCC1 (1,8-diazabicyclo[5.4.0]undeca-7-ene), Cl (hydrochloric acid). The solvent is ClCCl (dichloromethane). Conditions: time 2 hour. Product: C(C1=CC=CC=C1)OC[C@@H](C=1N=NNN1)NC(OC(C)(C)C)=O (tert-butyl [(1R)-2-(benzyloxy)-1-(2H-tetrazol-5-yl)ethyl]carbamate). Isolated yield 100.0%. Reaction SMILES: [CH2:1]([O:8][CH2:9][C@H:10]([NH:20][C:21](=[O:27])[O:22][C:23]([CH3:26])([CH3:25])[CH3:24])[C:11]1[N:15](CCC#N)[N:14]=[N:13][N:12]=1)[C:2]1[CH:7]=[CH:6][CH:5]=[CH:4][CH:3]=1.N12CCCN=C1CCCCC2.Cl>ClCCl>[CH2:1]([O:8][CH2:9][C@H:10]([NH:20][C:21](=[O:27])[O:22][C:23]([CH3:25])([CH3:24])[CH3:26])[C:11]1[N:12]=[N:13][NH:14][N:15]=1)[C:2]1[CH:3]=[CH:4][CH:5]=[CH:6][CH:7]=1. Reported procedure: To a solution of 400 mg of tert-butyl {(1R)-2-(benzyloxy)-1-[1-(2-cyanoethyl)-1H-tetrazol-5-yl]ethyl}carbamate in 10 ml of dichloromethane was added 0.9 ml of 1,8-diazabicyclo[5.4.0]undeca-7-ene, followed by stirring at room temperature for 2 hours. The reaction mixture was added to a mixture of ice and 1 M hydrochloric acid, followed by extraction with dichloromethane. The organic layer was dried over anhydrous sodium sulfate and the solvent was then evaporated under reduced pressure to obtain ... Reaction SMILES: [CH2:11]=[C:12]1[CH:13]2[CH2:14][CH:15]3[CH2:16][CH:17]([CH2:18][CH:19]1[CH2:20]3)[CH2:21]2.[CH3:24][c:25]1[cH:26][cH:27][cH:28][cH:29][cH:30]1.[Na+:23].[OH-:22].[OH:1][C:2](=[O:3])[CH:4]=[CH2:5].[S:6](=[O:7])(=[O:8])([OH:9])[OH:10]>>[O:1]([C:2](=[O:3])[CH:4]=[CH2:5])[C:12]1([CH3:11])[CH:13]2[CH2:14][CH:15]3[CH2:16][CH:17]([CH2:18][CH:19]1[CH2:20]3)[CH2:21]2. Product: C=CC(=O)OC1(C)C2CC3CC(C2)CC1C3. The reactants are C=C1C2CC3CC(C2)CC1C3, Cc1ccccc1, [Na+], [OH-], C=CC(=O)O, O=S(=O)(O)O. Reactants: CCOC(=O)c1nc2cc(Br)ccn2n1, CC(C)(C)OC(N)=O, O=C([O-])[O-], [Cs+], [Cs+], O=C(C=Cc1ccccc1)C=Cc1ccccc1, C1COCCO1, O=C(C=Cc1ccccc1)C=Cc1ccccc1, O=C(C=Cc1ccccc1)C=Cc1ccccc1, [Pd], [Pd], CC1(C)c2cccc(P(c3ccccc3)c3ccccc3)c2Oc2c(P(c3ccccc3)c3ccccc3)cccc21. Yields the product CCOC(=O)c1nc2cc(NC(=O)OC(C)(C)C)ccn2n1. RXN SMILES: [Br:1][c:2]1[cH:3][c:4]2[n:5]([cH:6][cH:7]1)[n:8][c:9]([C:11](=[O:12])[O:13][CH2:14][CH3:15])[n:10]2.[C:16]([NH2:17])([O:18][C:19]([CH3:20])([CH3:21])[CH3:22])=[O:23].[C:66](=[O:67])([O-:68])[O-:69].[Cs+:70].[Cs+:71].[O:116]=[C:117]([CH:118]=[CH:119][c:120]1[cH:121][cH:122][cH:123][cH:124][cH:125]1)[CH:126]=[CH:127][c:128]1[cH:129][cH:130][cH:131][cH:132][cH:133]1.[O:72]1[CH2:73][CH2:74][O:75][CH2:76][CH2:77]1.[O:80]=[C:81]([CH:82]=[CH:83][c:84]1[cH:85][cH:86][cH:87][cH:88][cH:89]1)[CH:90]=[CH:91][c:92]1[cH:93][cH:94][cH:95][cH:96][cH:97]1.[O:98]=[C:99]([CH:100]=[CH:101][c:102]1[cH:103][cH:104][cH:105][cH:106][cH:107]1)[CH:108]=[CH:109][c:110]1[cH:111][cH:112][cH:113][cH:114][cH:115]1.[Pd:78].[Pd:79].[c:24]1([P:25]([c:26]2[cH:27][cH:28][cH:29][cH:30][cH:31]2)[c:32]2[c:33]3[c:57]([cH:58][cH:59][cH:60]2)[C:54]([CH3:55])([CH3:56])[c:36]2[c:35]([c:40]([P:41]([c:42]4[cH:43][cH:44][cH:45][cH:46][cH:47]4)[c:48]4[cH:49][cH:50][cH:51][cH:52][cH:53]4)[cH:39][cH:38][cH:37]2)[O:34]3)[cH:61][cH:62][cH:63][cH:64][cH:65]1>>[c:2]1([NH:17][C:16]([O:18][C:19]([CH3:20])([CH3:21])[CH3:22])=[O:23])[cH:3][c:4]2[n:5]([cH:6][cH:7]1)[n:8][c:9]([C:11](=[O:12])[O:13][CH2:14][CH3:15])[n:10]2. The product is CC(=O)c1cc(Br)c2c(N)ncnn12. Reaction SMILES: [Br:14][N:15]1[C:16]([CH3:17])([CH3:18])[C:19](=[O:20])[N:21]([Br:22])[C:23]1=[O:24].[NH2:1][c:2]1[n:3][cH:4][n:5][n:6]2[c:7]1[cH:8][cH:9][c:10]2[C:11]([CH3:12])=[O:13].[O:25]=[CH:26][N:27]([CH3:28])[CH3:29]>>[NH2:1][c:2]1[n:3][cH:4][n:5][n:6]2[c:7]1[c:8]([Br:14])[cH:9][c:10]2[C:11]([CH3:12])=[O:13]. The reactants are CC1(C)C(=O)N(Br)C(=O)N1Br, CC(=O)c1ccc2c(N)ncnn12, CN(C)C=O. Starting materials: C(=C)C1=CC=C(C=C1)O (p-vinylphenol), CC(=O)C (acetone). The reagents and catalysts are II (iodine). The solvent is C(C)#N (acetonitrile). Run at temperature 0 celsius, time 1 hour. The product is C#CC1=CC=C(C=C1)O (poly(p-vinylphenol)). Isolated yield 16.6%. RXN SMILES: [CH:1]([C:3]1[CH:8]=[CH:7][C:6]([OH:9])=[CH:5][CH:4]=1)=[CH2:2].CC(C)=O>II.C(#N)C>[CH:2]#[C:1][C:3]1[CH:8]=[CH:7][C:6]([OH:9])=[CH:5][CH:4]=1. Reported procedure: 51.0 g of the same p-vinylphenol fraction as used in Example 1, obtained by vacuum flash distillation was placed in a 300-ml flask together with 51.0 g of acetone. To the resulting mixture being stirred and cooled to 0° C. was dropwise added 1.0 ml of an acetonitrile solution containing 0.02 g of iodine. A polymerization reaction was conducted for 1 hour at 0° C. to obtain 8.3 g of a poly(p-vinylphenol). The polymer had a Mw of 13,800, a Mn of 11,200, a light transmittance at 248 nm, of 76.3% an... Starting materials: [H-].[Al+3].[Li+].[H-].[H-].[H-] (lithium aluminium hydride), NC1=C(C(=O)OC)C(=CC=C1)F (methyl 2-amino-6-fluoro-benzoate), O (H2O). The solvent is C(C)OCC (diethyl ether), C(C)OCC (diethyl ether). Conditions: temperature 0 celsius, time 2 hour. The product is NC1=C(C(=CC=C1)F)CO ((2-amino-6-fluoro-phenyl)-methanol). RXN SMILES: [H-].[Al+3].[Li+].[H-].[H-].[H-].[NH2:7][C:8]1[CH:17]=[CH:16][CH:15]=[C:14]([F:18])[C:9]=1[C:10](OC)=[O:11].O>C(OCC)C>[NH2:7][C:8]1[CH:17]=[CH:16][CH:15]=[C:14]([F:18])[C:9]=1[CH2:10][OH:11] |f:0.1.2.3.4.5|. Procedure details: 676.3 mg (17.8 mmol) lithium aluminium hydride are placed in 65 ml diethyl ether under an N2 atmosphere and cooled to 0° C. 2.01 g (11.9 mmol) methyl 2-amino-6-fluoro-benzoate, dissolved in 65 ml diethyl ether, are slowly added dropwise thereto and the mixture is stirred for 2 h at 0° C. Then the reaction mixture is combined dropwise at 0° C. with 100 ml dist. H2O. The aqueous phase is extracted twice with 100 ml diethyl ether. The combined organic phases are washed once with 100 ml of a saturat... Reactants: [Si](C)(C)(C(C)(C)C)O[C@@H]1[C@@H](N(C(C1)=O)C=1C(=C(C#N)C=CC1)C(F)(F)F)CC (((2S,3S)-3-(tert-butyldimethylsilyloxy)-2-ethyl-5-oxopyrrolidin-1-yl]-2-(trifluoromethyl)benzonitrile), C(C)O (ethanol), Cl (hydrochloric acid), C(O)([O-])=O.[Na+] (sodium hydrogen carbonate). Solvent: O1CCCC1 (tetrahydrofuran). Reaction conditions: time 18 hour. The product is C(C)[C@@H]1N(C(C[C@@H]1O)=O)C1=CC(=C(C#N)C=C1)C(F)(F)F (4-[(2S,3S)-2-ethyl-3-hydroxy-5-oxopyrrolidin-1-yl]-2-(trifluoromethyl)benzonitrile). Yield: 42.0%. Reaction SMILES: [Si](O[C@H]1CC(=O)N([C:15]2[C:16]([C:23]([F:26])([F:25])[F:24])=[C:17]([CH:20]=[CH:21][CH:22]=2)[C:18]#[N:19])[C@H]1CC)(C(C)(C)C)(C)C.[CH2:29]([OH:31])[CH3:30].Cl.[C:33](=[O:36])([O-])O.[Na+]>O1CCCC1>[CH2:17]([C@H:18]1[C@@H:29]([OH:31])[CH2:30][C:33](=[O:36])[N:19]1[C:22]1[CH:21]=[CH:20][C:17]([C:18]#[N:19])=[C:16]([C:23]([F:24])([F:25])[F:26])[CH:15]=1)[CH3:16] |f:3.4|. Procedure: To a solution of 4-[((2S,3S)-3-(tert-butyldimethylsilyloxy)-2-ethyl-5-oxopyrrolidin-1-yl]-2-(trifluoromethyl)benzonitrile (7.76 g) in tetrahydrofuran (60 mL)-ethanol (30 mL) was added 6 mol/L hydrochloric acid (60 mL), and the mixture was stirred at room temperature for 18 hr. Saturated aqueous sodium hydrogen carbonate was added to the reaction mixture, and the mixture was extracted with ethyl acetate. The extract was dried over anhydrous magnesium sulfate and concentrated under reduced pressur... Starting materials: COC(=O)Cn1ncc2cc(-c3cc(C(=O)NC4CC4)ccc3C)ccc21, NCc1ccccc1. Product: Cc1ccc(C(=O)NC2CC2)cc1-c1ccc2c(cnn2CC(=O)NCc2ccccc2)c1. As a reaction SMILES: [CH:1]1([NH:4][C:5](=[O:6])[c:7]2[cH:8][cH:9][c:10]([CH3:27])[c:11](-[c:13]3[cH:14][c:15]4[cH:16][n:17][n:18]([CH2:22][C:23]([O:25][CH3:24])=[O:26])[c:19]4[cH:20][cH:21]3)[cH:12]2)[CH2:2][CH2:3]1.[NH2:28][CH2:29][c:30]1[cH:31][cH:32][cH:33][cH:34][cH:35]1>>[CH:1]1([NH:4][C:5](=[O:6])[c:7]2[cH:8][cH:9][c:10]([CH3:27])[c:11](-[c:13]3[cH:14][c:15]4[cH:16][n:17][n:18]([CH2:22][C:23](=[O:25])[NH:28][CH2:29][c:30]5[cH:31][cH:32][cH:33][cH:34][cH:35]5)[c:19]4[cH:20][cH:21]3)[cH:12]2)[CH2:2][CH2:3]1. Reactants: CC=1C=C(C=NC1C)N1S(C2=C(NC1=O)C=CC=C2)(=O)=O (2-(5,6-dimethylpyridin-3-yl)-2H-1,2,4-benzothiadiazin-3(4H)-one 1,1-dioxide), FC1=C(CBr)C(=CC(=C1)OC)F (2,6-difluoro-4-methoxybenzyl bromide), C(=O)([O-])[O-].[K+].[K+] (K2CO3), COC1=C(C=C(C=C1C)N1S(C2=C(N(C1=O)CC1=C(C=C(C=C1F)F)F)C=CC=C2)(=O)=O)C (2-(4-methoxy-3,5-dimethylphenyl)-4-(2,4,6-trifluorobenzyl)-2H-1,2,4-benzothiadiazin-3(4H)-one 1,1-dioxide). The solvent is CN(C)C=O (DMF). Yields the product FC1=C(CN2C(N(S(C3=C2C=CC=C3)(=O)=O)C=3C=NC(=C(C3)C)C)=O)C(=CC(=C1)OC)F (4-(2,6-Difluoro-4-methoxybenzyl)-2-(5,6-di methyl pyridin-3-yl)-2H-1,2,4-benzothiadiazin-3(4H)-one 1,1-dioxide). The yield is 26.5%. As a reaction SMILES: [CH3:1][C:2]1[CH:3]=[C:4]([N:9]2[C:14](=[O:15])[NH:13][C:12]3[CH:16]=[CH:17][CH:18]=[CH:19][C:11]=3[S:10]2(=[O:21])=[O:20])[CH:5]=[N:6][C:7]=1[CH3:8].[F:22][C:23]1[CH:30]=[C:29]([O:31][CH3:32])[CH:28]=[C:27]([F:33])[C:24]=1[CH2:25]Br.C([O-])([O-])=O.[K+].[K+].COC1C(C)=CC(N2C(=O)N(CC3C(F)=CC(F)=CC=3F)C3C=CC=CC=3S2(=O)=O)=CC=1C>CN(C=O)C>[F:22][C:23]1[CH:30]=[C:29]([O:31][CH3:32])[CH:28]=[C:27]([F:33])[C:24]=1[CH2:25][N:13]1[C:12]2[CH:16]=[CH:17][CH:18]=[CH:19][C:11]=2[S:10](=[O:20])(=[O:21])[N:9]([C:4]2[CH:5]=[N:6][C:7]([CH3:8])=[C:2]([CH3:1])[CH:3]=2)[C:14]1=[O:15] |f:2.3.4|. Procedure: The title compound (58 mg, 0.13 mmol) was prepared from 2-(5,6-dimethylpyridin-3-yl)-2H-1,2,4-benzothiadiazin-3(4H)-one 1,1-dioxide (IntA29) (150 mg, 0.49 mmol), 2,6-difluoro-4-methoxybenzyl bromide (129 mg, 0.54 mmol) and K2CO3 (102 mg, 0.74 mmol) in DMF (3 mL) at 50° C. using the methods of (115).